This data is from the Open Reaction Database (ORD), a public repository of structured organic reaction records. The task is: describe an organic reaction: reactants, conditions, products, and yield Reactants: C1(CCCCC1)CCCCCO (5-cyclohexylpentanol), N1=CC=CC=C1 (pyridine), P(Br)(Br)Br (phosphorus tribromide). Run in O1CCCC1 (tetrahydrofuran). Reaction conditions: time 1.5 hour. The product is BrCCCCCC1CCCCC1 (1-Bromo-5-cyclohexylpentane). Reaction SMILES: [CH:1]1([CH2:7][CH2:8][CH2:9][CH2:10][CH2:11]O)[CH2:6][CH2:5][CH2:4][CH2:3][CH2:2]1.N1C=CC=CC=1.P(Br)(Br)[Br:20]>O1CCCC1>[Br:20][CH2:11][CH2:10][CH2:9][CH2:8][CH2:7][CH:1]1[CH2:6][CH2:5][CH2:4][CH2:3][CH2:2]1. Reported procedure: To a stirred solution of 5-cyclohexylpentanol (1.74 g., 10.25 mmol) and pyridine (0.94 g., 11.1 mmol) at 0° under argon was added phosphorus tribromide (1.21 g., 4.5 mmol) dropwise. The reaction mixture became viscous, therefore 25 ml tetrahydrofuran was added. This mixture was stirred for 1.5 hours at room temperature, then partitioned between ethyl ether and 5% aqueous hydrochloric acid. The organic portion was washed with a 5% sodium bicarbonate solution, water, saturated sodium chloride solu...